This data is from the Open Reaction Database (ORD), a public repository of structured organic reaction records. The task is: describe an organic reaction: reactants, conditions, products, and yield Reactants: O=C([O-])O, CCOC(C)=O, CC(C)(C)OC(=O)N1CCC(COc2cc3nccc(Oc4ccc(NC(=O)NC5CC5)c(Cl)c4)c3cc2C#N)CC1, [Na+], O, O=C(O)C(F)(F)F. The product is N#Cc1cc2c(Oc3ccc(NC(=O)NC4CC4)c(Cl)c3)ccnc2cc1OCC1CCNCC1. Reaction SMILES: [C:50](=[O:51])([OH:52])[O-:53].[CH3:55][CH2:56][O:57][C:58](=[O:59])[CH3:60].[Cl:8][c:9]1[cH:10][c:11]([O:12][c:13]2[cH:14][cH:15][n:16][c:17]3[cH:18][c:19]([O:25][CH2:26][CH:27]4[CH2:28][CH2:29][N:30]([C:33]([O:34][C:35]([CH3:36])([CH3:37])[CH3:38])=[O:39])[CH2:31][CH2:32]4)[c:20]([C:23]#[N:24])[cH:21][c:22]23)[cH:40][cH:41][c:42]1[NH:43][C:44](=[O:45])[NH:46][CH:47]1[CH2:48][CH2:49]1.[Na+:54].[OH2:61].[OH:1][C:2]([C:3]([F:4])([F:5])[F:6])=[O:7]>>[Cl:8][c:9]1[cH:10][c:11]([O:12][c:13]2[cH:14][cH:15][n:16][c:17]3[cH:18][c:19]([O:25][CH2:26][CH:27]4[CH2:28][CH2:29][NH:30][CH2:31][CH2:32]4)[c:20]([C:23]#[N:24])[cH:21][c:22]23)[cH:40][cH:41][c:42]1[NH:43][C:44](=[O:45])[NH:46][CH:47]1[CH2:48][CH2:49]1.